This data is from the Open Reaction Database (ORD), a public repository of structured organic reaction records. The task is: describe an organic reaction: reactants, conditions, products, and yield Starting materials: C(C)(C)(C)OC(CCN(CCOC)C1=NC(=NC=C1[N+](=O)[O-])Cl)=O (3-[(2-chloro-5-nitro-pyrimidin-4-yl)-(2-methoxy-ethyl)-amino]-propanoic acid tert-butyl ester), stannous chloride dihydrate, Cl (hydrochloric acid). Solvent: C(C)O (ethanol). The product is ClC=1N=CC2=C(N(CCC(N2)=O)CCOC)N1 (2-chloro-9-(2-methoxy-ethyl)-5,7,8,9-tetrahydro-pyrimido[4,5-b][1,4]diazepin-6-one). Yield: 35.6%. Reaction SMILES: C([O:5][C:6](=O)[CH2:7][CH2:8][N:9]([C:14]1[C:19]([N+:20]([O-])=O)=[CH:18][N:17]=[C:16]([Cl:23])[N:15]=1)[CH2:10][CH2:11][O:12][CH3:13])(C)(C)C.Cl>C(O)C>[Cl:23][C:16]1[N:17]=[CH:18][C:19]2[NH:20][C:6](=[O:5])[CH2:7][CH2:8][N:9]([CH2:10][CH2:11][O:12][CH3:13])[C:14]=2[N:15]=1. Procedure details: To a solution of 3.3 g (0.0092 mole) of 3-[(2-chloro-5-nitro-pyrimidin-4-yl)-(2-methoxy-ethyl)-amino]-propanoic acid tert-butyl ester (IV-40) in 30 mL of ethanol was added 5.2 g (0.023 mole) of stannous chloride dihydrate and 1 mL of hydrochloric acid. The mixture was heated to 60 degrees for 2 hours and then concentrated under reduced pressure. The residue was taken up in 50 mL of water and extracted with three times with 50 mL of ethyl acetate. The combined organic layers were dried over anhyd... Reactants: CCOC(OCC)P(=O)(CC(C[N+](=O)[O-])c1ccc(C)cc1)OCC, CCO, [H][H], N. Product: CCOC(OCC)P(=O)(CC(CN)c1ccc(C)cc1)OCC. RXN SMILES: [CH3:1][c:2]1[cH:3][cH:4][c:5]([CH:8]([CH2:9][P:10]([O:11][CH2:12][CH3:13])(=[O:14])[CH:15]([O:16][CH2:17][CH3:18])[O:19][CH2:20][CH3:21])[CH2:22][N+:23]([O-:24])=[O:25])[cH:6][cH:7]1.[CH3:29][CH2:30][OH:31].[H:27][H:28].[NH3:26]>>[CH3:1][c:2]1[cH:3][cH:4][c:5]([CH:8]([CH2:9][P:10]([O:11][CH2:12][CH3:13])(=[O:14])[CH:15]([O:16][CH2:17][CH3:18])[O:19][CH2:20][CH3:21])[CH2:22][NH2:23])[cH:6][cH:7]1. The reactants are CC(C(=O)C1=CC=CC=C1)C(CC(=O)C1=CC=CC=C1)=O (2-methyl-1,5-diphenyl-1,3,5-pentanetrione), FC1=C(N)C(=C(C(=C1F)F)F)F (2,3,4,5,6-pentafluoroaniline), paratoluenesulfonic acid, 5A. Solvent: C=1(C(=CC=CC1)C)C (xylene). Product: CC1=C(N(C(=CC1=O)C1=CC=CC=C1)C1=C(C(=C(C(=C1F)F)F)F)F)C1=CC=CC=C1 (3-methyl-1-(2,3,4,5,6-pentafluorophenyl)-2,6-diphenyl-4(1H)-pyridinone). Isolated yield 27.7%. RXN SMILES: [CH3:1][CH:2]([C:11](=[O:21])[CH2:12][C:13]([C:15]1[CH:20]=[CH:19][CH:18]=[CH:17][CH:16]=1)=O)[C:3]([C:5]1[CH:10]=[CH:9][CH:8]=[CH:7][CH:6]=1)=O.[F:22][C:23]1[C:29]([F:30])=[C:28]([F:31])[C:27]([F:32])=[C:26]([F:33])[C:24]=1[NH2:25]>C1(C)C(C)=CC=CC=1>[CH3:1][C:2]1[C:11](=[O:21])[CH:12]=[C:13]([C:15]2[CH:20]=[CH:19][CH:18]=[CH:17][CH:16]=2)[N:25]([C:24]2[C:26]([F:33])=[C:27]([F:32])[C:28]([F:31])=[C:29]([F:30])[C:23]=2[F:22])[C:3]=1[C:5]1[CH:10]=[CH:9][CH:8]=[CH:7][CH:6]=1. Procedure: In 110 ml of xylene were dissolved 3.1 g (0.011 mole) of 2-methyl-1,5-diphenyl-1,3,5-pentanetrione, 20.0 g (0.11 mole) of 2,3,4,5,6-pentafluoroaniline, 3.1 g (0.016 mole) of paratoluenesulfonic acid and 22.0 g of Molecular Sieves 5A, followed by reflux for 1 hours. After cooling the reaction mixture, solid matter was removed by filtration and the filtrate was then concentrated. After 200 ml of chloroform was added, the resultant solution in chloroform was washed first with 50 ml of 10% hydrochlo... The reactants are O1C(=O)C=CC2=CC=CC=C12 (Coumarin). The reagents and catalysts are [Pt]=O (platinum oxide). Run in C(C)(=O)OCC (ethyl acetate). Yields the product C=1C=CC2=C(C1)CCC(=O)O2 (dihydrocoumarin). RXN SMILES: [O:1]1[C:11]2[C:6](=[CH:7][CH:8]=[CH:9][CH:10]=2)[CH:5]=[CH:4][C:2]1=[O:3]>C(OCC)(=O)C.[Pt]=O>[CH:8]1[CH:9]=[CH:10][C:11]2[O:1][C:2](=[O:3])[CH2:4][CH2:5][C:6]=2[CH:7]=1. Procedure details: Coumarin (30 g, 0.205 moles) is reduced on the Parr apparatus in 200 ml ethyl acetate with 1 g platinum oxide at 40 psi. When the uptake ceased (ca. 1 hr.) the catalyst is removed by filtration and the filtrate evaporated to give a quantitate yield of dihydrocoumarin. The reactants are FC(F)(F)c1cccc(I)c1, CC(C)C(=O)Nc1cccc(C2CCN(Cc3cccc4[nH]ccc34)CC2)c1. Product: CC(C)C(=O)Nc1cccc(C2CCN(Cc3cccc4c3ccn4-c3cccc(C(F)(F)F)c3)CC2)c1. RXN SMILES: [I:1][c:2]1[cH:3][c:4]([C:8]([F:9])([F:10])[F:11])[cH:5][cH:6][cH:7]1.[nH:12]1[cH:13][cH:14][c:15]2[c:16]([CH2:21][N:22]3[CH2:23][CH2:24][CH:25]([c:28]4[cH:29][c:30]([NH:34][C:35]([CH:36]([CH3:37])[CH3:38])=[O:39])[cH:31][cH:32][cH:33]4)[CH2:26][CH2:27]3)[cH:17][cH:18][cH:19][c:20]12>>[c:2]1(-[n:12]2[cH:13][cH:14][c:15]3[c:16]([CH2:21][N:22]4[CH2:23][CH2:24][CH:25]([c:28]5[cH:29][c:30]([NH:34][C:35]([CH:36]([CH3:37])[CH3:38])=[O:39])[cH:31][cH:32][cH:33]5)[CH2:26][CH2:27]4)[cH:17][cH:18][cH:19][c:20]23)[cH:3][c:4]([C:8]([F:9])([F:10])[F:11])[cH:5][cH:6][cH:7]1. Starting materials: COC1=CC=C2C(=C(N(C(C2=C1)=O)C)C(=O)OC)C1=CC=CC=C1 (Methyl 7-methoxy-2-methyl-1-oxo-4-phenyl-1,2-dihydroisoquinoline-3-carboxylate), [OH-].[K+] (KOH), Cl (HCl). The solvent is C(C)O (ethanol). Reaction conditions: time 2 hour. Yields the product COC1=CC=C2C(=C(N(C(C2=C1)=O)C)C(=O)O)C1=CC=CC=C1 (7-methoxy-2-methyl-1-oxo-4-phenyl-1,2-dihydroisoquinoline-3-carboxylic acid). Reaction SMILES: [CH3:1][O:2][C:3]1[CH:12]=[C:11]2[C:6]([C:7]([C:19]3[CH:24]=[CH:23][CH:22]=[CH:21][CH:20]=3)=[C:8]([C:15]([O:17]C)=[O:16])[N:9]([CH3:14])[C:10]2=[O:13])=[CH:5][CH:4]=1.[OH-].[K+].Cl>C(O)C>[CH3:1][O:2][C:3]1[CH:12]=[C:11]2[C:6]([C:7]([C:19]3[CH:24]=[CH:23][CH:22]=[CH:21][CH:20]=3)=[C:8]([C:15]([OH:17])=[O:16])[N:9]([CH3:14])[C:10]2=[O:13])=[CH:5][CH:4]=1 |f:1.2|. Procedure: The ester 5 (180 mg, 0.56 mmol) was suspended in ethanol (5 ml). 1M KOH (1 ml) was added and the resulting mixture heated at 80 C. A homogenous solution was obtained within minutes. After 2 h, the reaction mixture was cooled and acidified with 1M HCl. The ethanol was removed under reduced pressure and water was added to the residue. The mixture was filtered and the residue washed well with water and dried to give the acid 6.